Dataset: the Open Reaction Database (ORD), a public repository of structured organic reaction records. Task: describe an organic reaction: reactants, conditions, products, and yield The product is CCCN(CC)C(=O)C(=O)[O-], [Na+]. Reactants: CCCN(CC)C(=O)C(=O)OC, CO, [Na+], [OH-], O. As a reaction SMILES: [CH2:1]([CH3:2])[N:3]([C:4]([C:5](=[O:6])[O:7][CH3:8])=[O:9])[CH2:10][CH2:11][CH3:12].[CH3:15][OH:16].[Na+:14].[OH-:13].[OH2:17]>>[CH2:1]([CH3:2])[N:3]([C:4]([C:5](=[O:6])[O-:7])=[O:9])[CH2:10][CH2:11][CH3:12].[Na+:14]. Reactants: CCOC(=O)CC1CCC(N(C(=O)OCc2ccccc2)C(C)C)CN1C(=O)OC(C)(C)C, CCO, [K+], [Na+], [OH-], O=S(=O)([O-])O. Product: CC(C)N(C(=O)OCc1ccccc1)C1CCC(CC(=O)O)N(C(=O)OC(C)(C)C)C1. Reaction SMILES: [CH2:1]([c:2]1[cH:3][cH:4][cH:5][cH:6][cH:7]1)[O:8][C:9](=[O:10])[N:11]([CH:12]1[CH2:13][CH2:14][CH:15]([CH2:25][C:26](=[O:27])[O:28][CH2:29][CH3:30])[N:16]([C:18](=[O:19])[O:20][C:21]([CH3:22])([CH3:23])[CH3:24])[CH2:17]1)[CH:31]([CH3:32])[CH3:33].[CH3:42][CH2:43][OH:44].[K+:41].[Na+:35].[OH-:34].[S:36]([O-:37])([OH:38])(=[O:39])=[O:40]>>[CH2:1]([c:2]1[cH:3][cH:4][cH:5][cH:6][cH:7]1)[O:8][C:9](=[O:10])[N:11]([CH:12]1[CH2:13][CH2:14][CH:15]([CH2:25][C:26](=[O:27])[OH:28])[N:16]([C:18](=[O:19])[O:20][C:21]([CH3:22])([CH3:23])[CH3:24])[CH2:17]1)[CH:31]([CH3:32])[CH3:33]. Reactants: O=Cc1cc(O)ccc1Br, CCOc1cc(Cl)ncc1C#N, [K+], [K+], O=C([O-])[O-], CN(C)C=O, O. Product: CCOc1cc(Oc2ccc(Br)c(C=O)c2)ncc1C#N. RXN SMILES: [Br:13][c:14]1[c:15]([CH:16]=[O:17])[cH:18][c:19]([OH:22])[cH:20][cH:21]1.[Cl:1][c:2]1[n:3][cH:4][c:5]([C:6]#[N:7])[c:8]([O:10][CH2:11][CH3:12])[cH:9]1.[K+:23].[K+:24].[O-:25][C:26]([O-:27])=[O:28].[O:29]=[CH:30][N:31]([CH3:32])[CH3:33].[OH2:34]>>[c:2]1([O:22][c:19]2[cH:18][c:15]([CH:16]=[O:17])[c:14]([Br:13])[cH:21][cH:20]2)[n:3][cH:4][c:5]([C:6]#[N:7])[c:8]([O:10][CH2:11][CH3:12])[cH:9]1. Reactants: [BH4-], CCCCCC(=O)CC=C1CCC(O)C1CCCCCCC(=O)OCC, CCO, CC(=O)O, [Na+], O. The product is CCCCCC(O)CC=C1CCC(O)C1CCCCCCC(=O)OCC. RXN SMILES: [BH4-:30].[CH2:1]([CH3:2])[O:3][C:4]([CH2:5][CH2:6][CH2:7][CH2:8][CH2:9][CH2:10][CH:11]1[CH:12]([OH:25])[CH2:13][CH2:14][C:15]1=[CH:16][CH2:17][C:18]([CH2:19][CH2:20][CH2:21][CH2:22][CH3:23])=[O:24])=[O:26].[CH3:27][CH2:28][OH:29].[CH3:32][C:33](=[O:34])[OH:35].[Na+:31].[OH2:36]>>[CH2:1]([CH3:2])[O:3][C:4]([CH2:5][CH2:6][CH2:7][CH2:8][CH2:9][CH2:10][CH:11]1[CH:12]([OH:25])[CH2:13][CH2:14][C:15]1=[CH:16][CH2:17][CH:18]([CH2:19][CH2:20][CH2:21][CH2:22][CH3:23])[OH:24])=[O:26]. Reactants: O (water), [H-].[Na+] (sodium hydride), N1(N=NC=C1)CCCCC1=CC=C(C=C1)O (4-(4-[1,2,3]triazol-1-yl-butyl)-phenol), ClCC=1C(=NC(=CC1)C1=CC(=CC=C1)C(F)(F)F)C (3-chloromethyl-2-methyl-6-(3-trifluoromethyl-phenyl)-pyridine). Run in CN(C=O)C (N,N-dimethylformamide). Reaction conditions: temperature 0 celsius, time 30 minute. The product is CC1=NC(=CC=C1COC1=CC=C(C=C1)CCCCN1N=NC=C1)C1=CC(=CC=C1)C(F)(F)F (2-Methyl-3-[4-(4-[1,2,3]triazol-1-yl-butyl)-phenoxymethyl]-6-(3-trifluoromethyl-phenyl)-pyridine). The yield is 88.2%. As a reaction SMILES: [H-].[Na+].[N:3]1([CH2:8][CH2:9][CH2:10][CH2:11][C:12]2[CH:17]=[CH:16][C:15]([OH:18])=[CH:14][CH:13]=2)[CH:7]=[CH:6][N:5]=[N:4]1.Cl[CH2:20][C:21]1[C:22]([CH3:37])=[N:23][C:24]([C:27]2[CH:32]=[CH:31][CH:30]=[C:29]([C:33]([F:36])([F:35])[F:34])[CH:28]=2)=[CH:25][CH:26]=1.O>CN(C)C=O>[CH3:37][C:22]1[C:21]([CH2:20][O:18][C:15]2[CH:14]=[CH:13][C:12]([CH2:11][CH2:10][CH2:9][CH2:8][N:3]3[CH:7]=[CH:6][N:5]=[N:4]3)=[CH:17][CH:16]=2)=[CH:26][CH:25]=[C:24]([C:27]2[CH:32]=[CH:31][CH:30]=[C:29]([C:33]([F:35])([F:36])[F:34])[CH:28]=2)[N:23]=1 |f:0.1|. Reported procedure: 29 mg (0.73 mmol) of 60% sodium hydride were added to at 0° C. to a solution of 152 mg (0.70 mmol) 4-(4-[1,2,3]triazol-1-yl-butyl)-phenol in 8.0 ml N,N-dimethylformamide and stirred for 30 min. at 0° C. 200 mg (0.70 mmol) 3-chloromethyl-2-methyl-6-(3-trifluoromethyl-phenyl)-pyridine (WO 2005/049573) were given to the reaction mixture and stirring continued at room temperature (r.t.) overnight. After addition of 16 ml water the mixture was stirred for 1 h, the formed precipitate isolated by filtr...